Dataset: the Open Reaction Database (ORD), a public repository of structured organic reaction records. Task: describe an organic reaction: reactants, conditions, products, and yield Starting materials: ClC1=C(C=C(C=C1)[C@]1(O)[C@H](O)[C@@H](O)[C@H](O)[C@H](O1)CO)CC1=CC=C(C=C1)OC1(CCCC1)C(=O)OC (1-chloro-4-(β-D-glucopyranos-1-yl)-2-[4-(1-methoxycarbonyl-cyclopent-1-yloxy)-benzyl]-benzene), Cl (hydrochloric acid). The solvent is [OH-].[K+] (potassium hydroxide), CO (methanol). Yields the product ClC1=C(C=C(C=C1)[C@]1(O)[C@H](O)[C@@H](O)[C@H](O)[C@H](O1)CO)CC1=CC=C(C=C1)OC1(CCCC1)C(=O)O (1-Chloro-4-(β-D-glucopyranos-1-yl)-2-[4-(1-hydroxycarbonyl-cyclopent-1-yloxy)-benzyl]-benzene). Reaction SMILES: [Cl:1][C:2]1[CH:7]=[CH:6][C:5]([C@:8]2([O:17][C@H:16]([CH2:18][OH:19])[C@@H:14]([OH:15])[C@H:12]([OH:13])[C@H:10]2[OH:11])[OH:9])=[CH:4][C:3]=1[CH2:20][C:21]1[CH:26]=[CH:25][C:24]([O:27][C:28]2([C:33]([O:35]C)=[O:34])[CH2:32][CH2:31][CH2:30][CH2:29]2)=[CH:23][CH:22]=1.Cl>[OH-].[K+].CO>[Cl:1][C:2]1[CH:7]=[CH:6][C:5]([C@:8]2([O:17][C@H:16]([CH2:18][OH:19])[C@@H:14]([OH:15])[C@H:12]([OH:13])[C@H:10]2[OH:11])[OH:9])=[CH:4][C:3]=1[CH2:20][C:21]1[CH:22]=[CH:23][C:24]([O:27][C:28]2([C:33]([OH:35])=[O:34])[CH2:32][CH2:31][CH2:30][CH2:29]2)=[CH:25][CH:26]=1 |f:2.3|. Reported procedure: A solution of 1-chloro-4-(β-D-glucopyranos-1-yl)-2-[4-(1-methoxycarbonyl-cyclopent-1-yloxy)-benzyl]-benzene (0.20 g) in aqueous potassium hydroxide solution (4 mol/l, 5 mL) and methanol (5 mL) is stirred at ambient temperature for 4 h. After neutralizing with aqueous hydrochloric acid (1 mol/l), the mixture is concentrated under reduced pressure, diluted with aqueous NaHCO3 solution and extracted with ethyl acetate. The combined organic phases are dried (Na2SO4), the solvent is removed and the r... Reported procedure: To 3-(2-fluoro-4-biphenylyl)-2-oxo-1-butanol (2.00 g, 7.74 mmol) in carbon tetrachloride (5 ml) was added triphenylphosphine (2.15 g, 8.20 mmol) at room temperature. After the addition, the mixture was stirred over night at room temperature, then concentrated to give triphenylphosphine oxide as precipitates. After filtration of the precipitates, the filtrates were evaporated under reduced pressure to a residue, which was chromatographed to afford 1-chloro-3-(2-fluoro-4-biphenylyl)-2-butanone (1.... Run in C(Cl)(Cl)(Cl)Cl (carbon tetrachloride). Starting materials: FC1=C(C=CC(=C1)C(C(CO)=O)C)C1=CC=CC=C1 (3-(2-fluoro-4-biphenylyl)-2-oxo-1-butanol), C1(=CC=CC=C1)P(C1=CC=CC=C1)C1=CC=CC=C1 (triphenylphosphine). As a reaction SMILES: FC1C=C(C(C)C(=O)C[OH:11])C=CC=1C1C=CC=CC=1.[C:20]1([P:26]([C:33]2[CH:38]=[CH:37][CH:36]=[CH:35][CH:34]=2)[C:27]2[CH:32]=[CH:31][CH:30]=[CH:29][CH:28]=2)[CH:25]=[CH:24][CH:23]=[CH:22][CH:21]=1>C(Cl)(Cl)(Cl)Cl>[C:33]1([P:26](=[O:11])([C:20]2[CH:21]=[CH:22][CH:23]=[CH:24][CH:25]=2)[C:27]2[CH:32]=[CH:31][CH:30]=[CH:29][CH:28]=2)[CH:34]=[CH:35][CH:36]=[CH:37][CH:38]=1. Product: C1(=CC=CC=C1)P(C1=CC=CC=C1)(C1=CC=CC=C1)=O (triphenylphosphine oxide). Starting materials: [Br-], O=C(O)Cc1ccc(OCc2ccccc2)cc1, CN1CCOCC1, CCOC(C)=O, CO, C(=NC1CCCCC1)=NC1CCCCC1, C[N+](C)(CCCCCN)CCNC(=O)c1nc(Cl)c(N)nc1N, CN(C)C=O, On1nnc2ccccc21. Yields the product [Br-], C[N+](C)(CCCCCNC(=O)Cc1ccc(OCc2ccccc2)cc1)CCNC(=O)c1nc(Cl)c(N)nc1N. As a reaction SMILES: [Br-:1].[CH2:25]([c:26]1[cH:27][cH:28][cH:29][cH:30][cH:31]1)[O:32][c:33]1[cH:34][cH:35][c:36]([CH2:39][C:40](=[O:41])[OH:42])[cH:37][cH:38]1.[CH3:43][N:44]1[CH2:45][CH2:46][O:47][CH2:48][CH2:49]1.[CH3:80][CH2:81][O:82][C:83]([CH3:84])=[O:85].[CH3:86][OH:87].[CH:50]1([N:51]=[C:52]=[N:53][CH:54]2[CH2:55][CH2:56][CH2:57][CH2:58][CH2:59]2)[CH2:60][CH2:61][CH2:62][CH2:63][CH2:64]1.[NH2:2][CH2:3][CH2:4][CH2:5][CH2:6][CH2:7][N+:8]([CH3:9])([CH3:10])[CH2:11][CH2:12][NH:13][C:14](=[O:15])[c:16]1[n:17][c:18]([Cl:24])[c:19]([NH2:23])[n:20][c:21]1[NH2:22].[O:75]=[CH:76][N:77]([CH3:78])[CH3:79].[OH:65][n:66]1[c:67]2[c:68]([cH:69][cH:70][cH:71][cH:72]2)[n:73][n:74]1>>[Br-:1].[NH:2]([CH2:3][CH2:4][CH2:5][CH2:6][CH2:7][N+:8]([CH3:9])([CH3:10])[CH2:11][CH2:12][NH:13][C:14](=[O:15])[c:16]1[n:17][c:18]([Cl:24])[c:19]([NH2:23])[n:20][c:21]1[NH2:22])[C:40]([CH2:39][c:36]1[cH:35][cH:34][c:33]([O:32][CH2:25][c:26]2[cH:27][cH:28][cH:29][cH:30][cH:31]2)[cH:38][cH:37]1)=[O:41]. Reactants: C(C)(C)(C)OC(=O)N[C@@H](C(=O)O)C1=CC=CC=C1 ((R)-tert-Butoxycarbonylamino-phenyl-acetic Acid), N1=C(F)N=C(F)N=C1F (cyanuric fluoride), N1=CC=CC=C1 (pyridine). Run in C(Cl)Cl (CH2Cl2). Conditions: time 15 minute. The product is C(C)(C)(C)OC(N[C@H](C1=CC=CC=C1)C(=O)F)=O ((R)-(Fluorocarbonyl-phenyl-methyl)carbamic Acid tert-butyl Ester). Isolated yield 90.7%. As a reaction SMILES: [C:1]([O:5][C:6]([NH:8][C@H:9]([C:13]1[CH:18]=[CH:17][CH:16]=[CH:15][CH:14]=1)[C:10](O)=[O:11])=[O:7])([CH3:4])([CH3:3])[CH3:2].N1C(F)=NC(F)=NC=1[F:21].N1C=CC=CC=1>C(Cl)Cl>[C:1]([O:5][C:6](=[O:7])[NH:8][C@@H:9]([C:10]([F:21])=[O:11])[C:13]1[CH:18]=[CH:17][CH:16]=[CH:15][CH:14]=1)([CH3:4])([CH3:3])[CH3:2]. Reported procedure: To an oven-dried, septaed 25 mL round-bottom flask, cooled under an argon atmosphere, and charged with 24j (124.9 mg, 0.50 mmol) was added 1.25 mL freshly distilled CH2Cl2 under argon. The reaction was cooled to −15 C and to the flask was added cyanuric fluoride (225 μL, 2.5 mmol). The reaction was stirred at −15 C for 15 minutes then anhydrous pyridine (40 μL, 0.5 mmol) was added. Stirring was maintained at −15 C for 60 minutes. Without warning, the crude reaction was poured over ice, and immed... Reactants: Br.ClC1=C(C=C(C=C1)C1(N(C(SC1)=NC)C)O)S(=O)(=O)Cl (4-(4-chloro-3-chlorosulfonylphenyl)-3-methyl-2-methylimino-1,3-thiazolidine-4-ol-hydrobromide), O1C(=CC=C1)CN (2-furylmethyl amine). Run in C(C)N(CC)CC (triethyl amine). The product is ClC1=C(C=C(C=C1)C1(N(C(SC1)=NC)C)O)S(NCC=1OC=CC1)(=O)=O (4-[4-Chloro-3-(2-furylmethylsulfamoyl)-phenyl]-3-methyl-2-methylimino-1,3-thiazolidine-4-ol). RXN SMILES: Br.[Cl:2][C:3]1[CH:8]=[CH:7][C:6]([C:9]2([OH:17])[CH2:13][S:12][C:11](=[N:14][CH3:15])[N:10]2[CH3:16])=[CH:5][C:4]=1[S:18](Cl)(=[O:20])=[O:19].[O:22]1[CH:26]=[CH:25][CH:24]=[C:23]1[CH2:27][NH2:28]>C(N(CC)CC)C>[Cl:2][C:3]1[CH:8]=[CH:7][C:6]([C:9]2([OH:17])[CH2:13][S:12][C:11](=[N:14][CH3:15])[N:10]2[CH3:16])=[CH:5][C:4]=1[S:18](=[O:20])(=[O:19])[NH:28][CH2:27][C:23]1[O:22][CH:26]=[CH:25][CH:24]=1 |f:0.1|. Procedure details: 6.5 g of 4-(4-chloro-3-chlorosulfonylphenyl)-3-methyl-2-methylimino-1,3-thiazolidine-4-ol-hydrobromide were reacted as prescribed in Example 76 with 1.5 g of 2-furylmethyl amine and 3.5 of triethyl amine and worked up. Melting point: 154° C (decomposition). The reactants are C1(CC2=CC=CC3=CC=CC1=C23)N2CCC3(C(CC(N3C3=CC=CC=C3)=O)=O)CC2 ((RS)-8-(acenaphthen-1-yl)-1-phenyl-1,8-diaza-spiro[4.5]decane-2,4-dione), [H-].[Al+3].[Li+].[H-].[H-].[H-] (lithium aluminiumhydride). The reagents and catalysts are O (Water). The solvent is C1CCOC1 (THF). The product is C1(CC2=CC=CC3=CC=CC1=C23)N2CCC3(CCCN3C3=CC=CC=C3)CC2 ((RS)-8-acenaphthen-1-yl-1-phenyl-1,8-diaza-spiro[4.5]decane), C1(CC2=CC=CC3=CC=CC1=C23)N2CCC3(C(CCN3C3=CC=CC=C3)O)CC2 (8-(acenaphthen-1-yl)-1-phenyl-1,8-diaza-spiro[4.5]decan-4-ol). As a reaction SMILES: [CH:1]1([N:13]2[CH2:30][CH2:29][C:16]3([N:20]([C:21]4[CH:26]=[CH:25][CH:24]=[CH:23][CH:22]=4)[C:19](=O)[CH2:18][C:17]3=[O:28])[CH2:15][CH2:14]2)[C:11]2=[C:12]3[C:7](=[CH:8][CH:9]=[CH:10]2)[CH:6]=[CH:5][CH:4]=[C:3]3[CH2:2]1.[H-].[Al+3].[Li+].[H-].[H-].[H-]>C1COCC1.O>[CH:1]1([N:13]2[CH2:30][CH2:29][C:16]3([N:20]([C:21]4[CH:26]=[CH:25][CH:24]=[CH:23][CH:22]=4)[CH2:19][CH2:18][CH2:17]3)[CH2:15][CH2:14]2)[C:11]2=[C:12]3[C:7](=[CH:8][CH:9]=[CH:10]2)[CH:6]=[CH:5][CH:4]=[C:3]3[CH2:2]1.[CH:1]1([N:13]2[CH2:30][CH2:29][C:16]3([N:20]([C:21]4[CH:22]=[CH:23][CH:24]=[CH:25][CH:26]=4)[CH2:19][CH2:18][CH:17]3[OH:28])[CH2:15][CH2:14]2)[C:11]2=[C:12]3[C:7](=[CH:8][CH:9]=[CH:10]2)[CH:6]=[CH:5][CH:4]=[C:3]3[CH2:2]1 |f:1.2.3.4.5.6|. Procedure: To a stirred solution of (RS)-8-(acenaphthen-1-yl)-1-phenyl-1,8-diaza-spiro[4.5]decane-2,4-dione (0.67 g, 1.7 mmol) in THF (35 ml) was added at RT lithium aluminiumhydride (128 mg, 3.4 mmol) and the reaction mixture was boiled under reflux for 7 h. Water (20 drops) was added slowly at RT to the stirred solution and afterwards the reaction mixture was dried (Na2SO4) and filtered. The filtrate was evaporated and the crude product purified by column chromatography on silica gel (ethyl acetate/hexan...